Task: describe an organic reaction: reactants, conditions, products, and yield. Dataset: the Open Reaction Database (ORD), a public repository of structured organic reaction records Starting materials: COC1=C(C=C(C=C1)[N+](=O)[O-])O (2-methoxy-5-nitrophenol), C([O-])([O-])=O.[K+].[K+] (potassium carbonate), BrCCCBr (1,3-dibromopropane). Solvent: ClCCl (dichloromethane), CN(C=O)C (dimethylformamide). Conditions: temperature 90 celsius. The product is BrCCCOC=1C=C(C=CC1OC)[N+](=O)[O-] (3-(3-bromopropoxy)-4-methoxy-1-nitrobenzene). RXN SMILES: [CH3:1][O:2][C:3]1[CH:8]=[CH:7][C:6]([N+:9]([O-:11])=[O:10])=[CH:5][C:4]=1[OH:12].C(=O)([O-])[O-].[K+].[K+].[Br:19][CH2:20][CH2:21][CH2:22]Br>CN(C)C=O.ClCCl>[Br:19][CH2:20][CH2:21][CH2:22][O:12][C:4]1[CH:5]=[C:6]([N+:9]([O-:11])=[O:10])[CH:7]=[CH:8][C:3]=1[O:2][CH3:1] |f:1.2.3|. Reported procedure: A stirred mixture of 2-methoxy-5-nitrophenol (5.0 g. 29.6 mmol) and powdered potassium carbonate (6.5 g, 47.4 mmol) in dimethylformamide (50 mL) was treated with 1,3-dibromopropane (80.8 g, 0.4 mol), heated to 90° C. for 2 h, cooled, diluted with dichloromethane (250 mL), and filtered. The filtrate was concentrated in vacuo and the residue was crystallized from methanol. The resulting solid was triturated with 30% ethyl acetate/hexane and then with boiling 30% ethyl acetate/hexane. The combined ... Reactants: CCN(CC)S(F)(F)F, ClCCl, Nc1nc2ccccc2c2c1nc(CO)n2Cc1cc(-c2ccc(F)cc2)no1. Product: Nc1nc2ccccc2c2c1nc(CF)n2Cc1cc(-c2ccc(F)cc2)no1. As a reaction SMILES: [CH2:30]([N:31]([S:32]([F:33])([F:34])[F:36])[CH2:35][CH3:37])[CH3:38].[Cl:39][CH2:40][Cl:41].[NH2:1][c:2]1[n:3][c:4]2[cH:5][cH:6][cH:7][cH:8][c:9]2[c:10]2[c:11]1[n:12][c:13]([CH2:28][OH:29])[n:14]2[CH2:15][c:16]1[cH:17][c:18](-[c:21]2[cH:22][cH:23][c:24]([F:27])[cH:25][cH:26]2)[n:19][o:20]1>>[NH2:1][c:2]1[n:3][c:4]2[cH:5][cH:6][cH:7][cH:8][c:9]2[c:10]2[c:11]1[n:12][c:13]([CH2:28][F:36])[n:14]2[CH2:15][c:16]1[cH:17][c:18](-[c:21]2[cH:22][cH:23][c:24]([F:27])[cH:25][cH:26]2)[n:19][o:20]1. Reactants: C1(=CC=CC=C1)CC(=O)NC1[C@@H]2N(C(C(CS2)=COC(C)=O)C(=O)OCC2=CC=C(C=C2)[N+](=O)[O-])C1=O (4-nitrobenzyl 7-(2-phenylacetamido)-3-acetoxymethylenecepham-4-carboxylate), C(C)(=O)OCC (ethyl acetate), O=[O+][O-] (ozone), Example 1 ( 4 ). The solvent is CO (methanol). Yields the product C1(=CC=CC=C1)CC(=O)NC1[C@@H]2N(C(=C(CS2)O)C(=O)OCC2=CC=C(C=C2)[N+](=O)[O-])C1=O (4-nitrobenzyl 7-(2-phenylacetamido)-3-hydroxy-3cephem-4-carboxylate). Reaction SMILES: [C:1]1([CH2:7][C:8]([NH:10][CH:11]2[C:36](=[O:37])[N:13]3[CH:14]([C:23]([O:25][CH2:26][C:27]4[CH:32]=[CH:31][C:30]([N+:33]([O-:35])=[O:34])=[CH:29][CH:28]=4)=[O:24])[C:15](=COC(=O)C)[CH2:16][S:17][C@H:12]23)=[O:9])[CH:6]=[CH:5][CH:4]=[CH:3][CH:2]=1.C(OCC)(=[O:40])C.O=[O+][O-]>CO>[C:1]1([CH2:7][C:8]([NH:10][CH:11]2[C:36](=[O:37])[N:13]3[C:14]([C:23]([O:25][CH2:26][C:27]4[CH:32]=[CH:31][C:30]([N+:33]([O-:35])=[O:34])=[CH:29][CH:28]=4)=[O:24])=[C:15]([OH:40])[CH2:16][S:17][C@H:12]23)=[O:9])[CH:2]=[CH:3][CH:4]=[CH:5][CH:6]=1. Procedure details: A solution of 4-nitrobenzyl 7-(2-phenylacetamido)-3-acetoxymethylenecepham-4-carboxylate (1.97 g), ethyl acetate (30 ml) and methanol (7.5 ml) was treated with ozone in a similar manner to that of Example 1 (4) to give 4-nitrobenzyl 7-(2-phenylacetamido)-3-hydroxy-3cephem-4-carboxylate (400 mg.).